Dataset: the Open Reaction Database (ORD), a public repository of structured organic reaction records. Task: describe an organic reaction: reactants, conditions, products, and yield Reaction SMILES: [NH:1]([C:40]([O:42][CH2:43][C:44]1[CH:49]=[CH:48][CH:47]=[CH:46][CH:45]=1)=[O:41])[C@H:2]([C:11]([NH:13][C@@H:14]([C:20]([NH:22][CH2:23][C:24]([NH:26][C@H:27]([C:35](OCC)=[O:36])[CH2:28][C:29]1[CH:34]=[CH:33][CH:32]=[CH:31][CH:30]=1)=[O:25])=[O:21])[CH2:15][CH2:16][S:17]([CH3:19])=[O:18])=[O:12])[CH2:3][C:4]1[CH:9]=[CH:8][C:7](O)=[CH:6][CH:5]=1.[OH2:50].[NH2:51][NH2:52]>C(O)C.CN(C=O)C>[NH:1]([C:40]([O:42][CH2:43][C:44]1[CH:49]=[CH:48][CH:47]=[CH:46][CH:45]=1)=[O:41])[C@H:2]([C:11]([NH:13][C@@H:14]([C:20]([NH:22][CH2:23][C:24]([NH:26][C@H:27]([C:35]([NH:51][NH2:52])=[O:36])[CH2:28][C:29]1[CH:30]=[CH:31][CH:32]=[CH:33][CH:34]=1)=[O:25])=[O:21])[CH2:15][CH2:16][S:17]([CH3:19])=[O:18])=[O:12])[CH2:3][C:4]1[CH:5]=[CH:6][C:7]([OH:50])=[CH:8][CH:9]=1 |f:1.2|. Reactants: N([C@@H](CC1=CC=C(C=C1)O)C(=O)N[C@H](CCS(=O)C)C(=O)NCC(=O)N[C@@H](CC1=CC=CC=C1)C(=O)OCC)C(=O)OCC1=CC=CC=C1 (Z-Tyr-(D)-Met(O)-Gly-Phe-OEt), O.NN (hydrazine hydrate). Reported procedure: 6.0 g of Z-Tyr-(D)-Met(O)-Gly-Phe-OEt is dissolved in a mixed solvent of 20ml of ethyl alcohol-20 ml of DMF, and 2 ml of hydrazine hydrate is added tothe solution, which is then allowed to stand at room temperature for 2 days. The ethyl alcohol is distilled off, followed by adding diethyl ether, and the precipitated crystals are collected by filtration. The crystals are boiled with acetonitrile for washing. The yield of the product is 5.0 g, m.p. 182°-184° C., Rf1 =0.10, [α]D21 -13.4° (c=0.44, D... Run at time 2 day. Solvent: C(C)O (ethyl alcohol), CN(C)C=O (DMF). Yields the product N([C@@H](CC1=CC=C(C=C1)O)C(=O)N[C@H](CCS(=O)C)C(=O)NCC(=O)N[C@@H](CC1=CC=CC=C1)C(=O)NN)C(=O)OCC1=CC=CC=C1 (Z-Tyr-(D)-Met(O)-Gly-Phe-NH-NH2). Reagents/catalysts: [Ti](Cl)(Cl)(Cl)Cl (titanium tetrachloride). Reaction SMILES: FC(F)(F)S(O[Si](C)(C)C)(=O)=O.[Si:13]([O:20][CH:21]([C:50]1[CH:55]=[CH:54][C:53]([C:56]#[N:57])=[CH:52][CH:51]=1)[C:22]([O:24][CH2:25][C:26]1[N:27]=[CH:28][N:29]([C:31]([C:44]2[CH:49]=[CH:48][CH:47]=[CH:46][CH:45]=2)([C:38]2[CH:43]=[CH:42][CH:41]=[CH:40][CH:39]=2)[C:32]2[CH:37]=[CH:36][CH:35]=[CH:34][CH:33]=2)[CH:30]=1)=O)([C:16]([CH3:19])([CH3:18])[CH3:17])([CH3:15])[CH3:14].C([SiH](CC)CC)C>ClCCl.[Ti](Cl)(Cl)(Cl)Cl>[Si:13]([O:20][CH:21]([C:50]1[CH:55]=[CH:54][C:53]([C:56]#[N:57])=[CH:52][CH:51]=1)[CH2:22][O:24][CH2:25][C:26]1[N:27]=[CH:28][N:29]([C:31]([C:44]2[CH:45]=[CH:46][CH:47]=[CH:48][CH:49]=2)([C:38]2[CH:39]=[CH:40][CH:41]=[CH:42][CH:43]=2)[C:32]2[CH:37]=[CH:36][CH:35]=[CH:34][CH:33]=2)[CH:30]=1)([C:16]([CH3:19])([CH3:17])[CH3:18])([CH3:15])[CH3:14]. The product is [Si](C)(C)(C(C)(C)C)OC(COCC=1N=CN(C1)C(C1=CC=CC=C1)(C1=CC=CC=C1)C1=CC=CC=C1)C1=CC=C(C#N)C=C1 (4-[1-(tert-Butyldimethylsilanyloxy)-2-(1-trityl-1H-imidazol-4-ylmethoxy)ethyl]benzonitrile). Conditions: time 4 hour. Procedure details: A solution of 1.27 mmol of titanium tetrachloride in 1.5 ml of dichloromethane is added to a solution of 2.61 mmol of trimethylsilyl trifluoromethanesulphonate in 1 ml of dichloromethane at 0° C. The mixture is stirred at room temperature for 4 hours and then cooled to 0° C. A solution of 0.83 mmol of 1-trityl-1H-imidazol-4-ylmethyl (tert-butyldimethylsilyloxy)(4-cyanophenyl)acetate and 4.17 mmol of triethylsilane in 2 ml of dichloromethane is added, and the reaction mixture is stirred at room t... The reactants are [Si](C)(C)(C(C)(C)C)OC(C(=O)OCC=1N=CN(C1)C(C1=CC=CC=C1)(C1=CC=CC=C1)C1=CC=CC=C1)C1=CC=C(C=C1)C#N (1-trityl-1H-imidazol-4-ylmethyl (tert-butyldimethylsilyloxy)(4-cyanophenyl)acetate), C(C)[SiH](CC)CC (triethylsilane), ice water, FC(S(=O)(=O)O[Si](C)(C)C)(F)F (trimethylsilyl trifluoromethanesulphonate). Solvent: ClCCl (dichloromethane), ClCCl (dichloromethane), ClCCl (dichloromethane). As a reaction SMILES: [CH2:1]([O:2][P:3](=[O:4])([O:5][CH2:6][CH3:7])[CH2:9][C:10]#[N:11])[CH3:8].[CH2:44]1[O:45][CH2:46][CH2:47][CH2:48]1.[CH3:12][Si:13]([N-:14][Si:15]([CH3:16])([CH3:17])[CH3:18])([CH3:19])[CH3:20].[CH3:22][O:23][c:24]1[cH:25][c:26]([C:32](=[O:33])[c:34]2[cH:35][c:36]([F:42])[c:37]([O:40][CH3:41])[cH:38][cH:39]2)[cH:27][c:28]([O:30][CH3:31])[cH:29]1.[Li+:21].[OH2:43]>>[CH:9]([C:10]#[N:11])=[C:32]([c:26]1[cH:25][c:24]([O:23][CH3:22])[cH:29][c:28]([O:30][CH3:31])[cH:27]1)[c:34]1[cH:35][c:36]([F:42])[c:37]([O:40][CH3:41])[cH:38][cH:39]1. Yields the product COc1cc(OC)cc(C(=CC#N)c2ccc(OC)c(F)c2)c1. Starting materials: CCOP(=O)(CC#N)OCC, C1CCOC1, C[Si](C)(C)[N-][Si](C)(C)C, COc1cc(OC)cc(C(=O)c2ccc(OC)c(F)c2)c1, [Li+], O.